From a dataset of the Open Reaction Database (ORD), a public repository of structured organic reaction records. describe an organic reaction: reactants, conditions, products, and yield Starting materials: C(CCCCCCCCCCCCCCC)NC1=CC=C(C(=O)[O-])C=C1.[Na+] (sodium 4-(n-hexadecylamino)benzoate), O (water), C(Cl)C1CO1 (epichlorohydrin), S(O)(O)(=O)=O (sulfuric acid), O (water). Solvent: CN(P(=O)(N(C)C)N(C)C)C (hexamethylphosphoramide), C1=CC=CC=C1 (benzene), C(OC)COC (dimethoxyethane). The product is C(CCCCCCCCCCCCCCC)NC1=CC=C(C(=O)OCC(CO)O)C=C1 (2,3-dihydroxypropyl 4-(n-hexadecylamino)benzoate). RXN SMILES: [CH2:1]([NH:17][C:18]1[CH:26]=[CH:25][C:21]([C:22]([O-:24])=[O:23])=[CH:20][CH:19]=1)[CH2:2][CH2:3][CH2:4][CH2:5][CH2:6][CH2:7][CH2:8][CH2:9][CH2:10][CH2:11][CH2:12][CH2:13][CH2:14][CH2:15][CH3:16].[Na+].[CH2:28]([CH:30]1[O:32][CH2:31]1)Cl.O.S(=O)(=O)(O)[OH:35]>CN(C)P(N(C)C)(N(C)C)=O.C1C=CC=CC=1.C(COC)OC>[CH2:1]([NH:17][C:18]1[CH:19]=[CH:20][C:21]([C:22]([O:24][CH2:28][CH:30]([OH:32])[CH2:31][OH:35])=[O:23])=[CH:25][CH:26]=1)[CH2:2][CH2:3][CH2:4][CH2:5][CH2:6][CH2:7][CH2:8][CH2:9][CH2:10][CH2:11][CH2:12][CH2:13][CH2:14][CH2:15][CH3:16] |f:0.1|. Reported procedure: A solution of 3.8 g. sodium 4-(n-hexadecylamino)benzoate, 3.7 g. of epichlorohydrin, and 0.7 ml. of water in hexamethylphosphoramide is heated to 90° C. for five hours. An additional 0.7 ml. of water is added, followed by 1 ml. of 1N sulfuric acid. The reaction mixture is cooled after 11/2 hours. After adding dimethoxyethane and benzene, the organic layer is separated and washed with water. The solvent is removed in vacuo to give a white solid which is recrystallized from 15 ml. of acetonitrile ...